This data is from the Open Reaction Database (ORD), a public repository of structured organic reaction records. The task is: describe an organic reaction: reactants, conditions, products, and yield Starting materials: CC(C)([O-])C.[K+] (Potassium tert-butoxide), IC=1C=C(C=CC1)C(=O)C1=CC=2C(CCC(C2C=C1C)(C)C)(C)C (3-iodophenyl-(3,5,5,8,8-pentamethyl-5,6,7,8-tetrahydro-2-naphthyl)-methanone). Reagents/catalysts: [Br-].C[P+](C1=CC=CC=C1)(C1=CC=CC=C1)C1=CC=CC=C1 (methyltriphenylphosphonium bromide). The solvent is C1CCOC1 (THF). Run at time 20 hour. The product is IC=1C=C(C=CC1)C(=C)C=1C=C2C(CCC(C2=CC1C)(C)C)(C)C (6-[1-(3-Iodophenyl)vinyl]-1,1,4,4,7-pentamethyl-1,2,3,4-tetrahydronaphthalene). Reaction SMILES: [CH3:1]C(C)([O-])C.[K+].[I:7][C:8]1[CH:9]=[C:10]([C:14]([C:16]2[C:25]([CH3:26])=[CH:24][C:23]3[C:22]([CH3:28])([CH3:27])[CH2:21][CH2:20][C:19]([CH3:30])([CH3:29])[C:18]=3[CH:17]=2)=O)[CH:11]=[CH:12][CH:13]=1>[Br-].C[P+](C1C=CC=CC=1)(C1C=CC=CC=1)C1C=CC=CC=1.C1COCC1>[I:7][C:8]1[CH:9]=[C:10]([C:14]([C:16]2[CH:17]=[C:18]3[C:23](=[CH:24][C:25]=2[CH3:26])[C:22]([CH3:28])([CH3:27])[CH2:21][CH2:20][C:19]3([CH3:30])[CH3:29])=[CH2:1])[CH:11]=[CH:12][CH:13]=1 |f:0.1,3.4|. Procedure: Potassium tert-butoxide (7.26 g, 64.8 [lacuna]) is added to a solution of 3-iodophenyl-(3,5,5,8,8-pentamethyl-5,6,7,8-tetrahydro-2-naphthyl)-methanone (20 g, 46.3 mmol) and methyltriphenylphosphonium bromide (21.5 g, 60.2 mmol) in THF (100 ml). The mixture is stirred for 20 h at room temperature. The solution is extracted with ethyl acetate. After separation of the phases by settling, the organic phase is washed twice with 40 ml of water, dried over anhydrous magnesium sulphate and concentrated ... Starting materials: ClC1=CC(=C(N)C=C1)[N+](=O)[O-] (4-Chloro-2-nitroaniline), N(=O)[O-].[Na+] (Sodium nitrite), [Sn](Cl)Cl (tin (II) chloride). Solvent: O (water), Cl (hydrochloric acid), Cl (hydrochloric acid). Conditions: temperature 0 celsius, time 30 minute. Product: Cl.ClC1=CC(=C(C=C1)NN)[N+](=O)[O-] ((4-Chloro-2-nitro-phenyl)hydrazine hydrochloride). Yield: 116.4%. As a reaction SMILES: [Cl:1][C:2]1[CH:8]=[CH:7][C:5]([NH2:6])=[C:4]([N+:9]([O-:11])=[O:10])[CH:3]=1.[N:12]([O-])=O.[Na+].[Sn](Cl)Cl>Cl.O>[ClH:1].[Cl:1][C:2]1[CH:8]=[CH:7][C:5]([NH:6][NH2:12])=[C:4]([N+:9]([O-:11])=[O:10])[CH:3]=1 |f:1.2,6.7|. Procedure details: 4-Chloro-2-nitroaniline (40 g, 0.23 mol) prepared in Preparation 13 was dissolved in 12N hydrochloric acid (100 mL). Sodium nitrite (16 g, 0.23 mol) dissolved in water (50 mL) was slowly added in drops thereto at 0° C., and the mixture was stirred for 30 min at 0° C. to room temperature. The reaction mixture was cooled to 0° C., tin (II) chloride (132 g, 0.70 mol) dissolved in 12N hydrochloric acid (100 mL) was slowly added in drops thereto, and the mixture was stirred for 3 h at 0° C. to room t... Starting materials: Cl (hydrogen chloride), C(C)(=O)OCCN1C([C@@H](N=C(C2=C1C=CC=C2)C2=CC=CC=C2)NC([C@H](CC2=CC=CC=C2)NC(=O)OC(C)(C)C)=O)=O ((3R)-1-(2-acetoxyethyl)-1,3-dihydro-5-phenyl-3-[((2S)-2-tert-butoxycarbonylamino-3-phenylpropanoyl)amino]-2H-1, 4-benzodiazepine-2-one), C(C)(=O)OCCN1C([C@H](N=C(C2=C1C=CC=C2)C2=CC=CC=C2)NC([C@H](CC2=CC=CC=C2)NC(=O)OC(C)(C)C)=O)=O ((3S)-1-(2-acetoxyethyl)-1,3-dihydro-5-phenyl-3-[((2S)-2-tert-butoxycarbonylamino-3-phenylpropanoyl)amino]-2H-1,4-benzodiazepine-2-one), Cl (hydrogen chloride). The solvent is C(C)(=O)OCC (ethyl acetate). Yields the product C(C)(=O)OCCN1C([C@@H](N=C(C2=C1C=CC=C2)C2=CC=CC=C2)NC([C@H](CC2=CC=CC=C2)N)=O)=O ((3R)-1-(2-acetoxyethyl)-3-[((2S)-2-amino-3-phenylpropanoyl)amino]-1, 3-dihydro-5-phenyl-2H-1,4-benzodiazepine-2-one). Yield: 98.3%. Reaction SMILES: [C:1]([O:4][CH2:5][CH2:6][N:7]1[C:13]2[CH:14]=[CH:15][CH:16]=[CH:17][C:12]=2[C:11]([C:18]2[CH:23]=[CH:22][CH:21]=[CH:20][CH:19]=2)=[N:10][C@@H:9]([NH:24][C:25](=[O:42])[C@@H:26]([NH:34]C(OC(C)(C)C)=O)[CH2:27][C:28]2[CH:33]=[CH:32][CH:31]=[CH:30][CH:29]=2)[C:8]1=[O:43])(=[O:3])[CH3:2].C(OCCN1C2C=CC=CC=2C(C2C=CC=CC=2)=N[C@H](NC(=O)[C@@H](NC(OC(C)(C)C)=O)CC2C=CC=CC=2)C1=O)(=O)C.Cl>C(OCC)(=O)C>[C:1]([O:4][CH2:5][CH2:6][N:7]1[C:13]2[CH:14]=[CH:15][CH:16]=[CH:17][C:12]=2[C:11]([C:18]2[CH:23]=[CH:22][CH:21]=[CH:20][CH:19]=2)=[N:10][C@@H:9]([NH:24][C:25](=[O:42])[C@@H:26]([NH2:34])[CH2:27][C:28]2[CH:33]=[CH:32][CH:31]=[CH:30][CH:29]=2)[C:8]1=[O:43])(=[O:3])[CH3:2]. Procedure details: To a solution of a mixture (0.7 g) of (3R)-1-(2-acetoxyethyl)-1,3-dihydro-5-phenyl-3-[((2S)-2-tert-butoxycarbonylamino-3-phenylpropanoyl)amino]-2H-1, 4-benzodiazepine-2-one and (3S)-1-(2-acetoxyethyl)-1,3-dihydro-5-phenyl-3-[((2S)-2-tert-butoxycarbonylamino-3-phenylpropanoyl)amino]-2H-1,4-benzodiazepine-2-one in ethyl acetate (20 ml) was introduced hydrogen chloride gas under cooling in an ice-bath with stirring. After the solution was saturated with hydrogen chloride, the mixture was stirred fo... The reactants are ClC1=C2C(=NC=C1B1OC(C(O1)(C)C)(C)C)N(C=C2C2=CC=C(C=C2)F)COCC[Si](C)(C)C (4-chloro-3-(4-fluoro-phenyl)-5-(4,4,5,5-tetramethyl-[1,3,2]dioxaborolan-2-yl)-1-(2-trimethylsilanyl-ethoxymethyl)-1H-pyrrolo[2,3-b]pyridine), CN(C(=O)C1=NC(=CN=C1)Cl)C (6-chloro-pyrazine-2-carboxylic acid dimethylamide), saturated aqueous solution, C([O-])(O)=O.[Na+] (sodium bicarbonate). Reagents/catalysts: ClCCl.[Pd](Cl)Cl.C1(=CC=CC=C1)P([C-]1C=CC=C1)C1=CC=CC=C1.[C-]1(C=CC=C1)P(C1=CC=CC=C1)C1=CC=CC=C1.[Fe+2] (1,1′-bis(diphenylphosphino)ferrocene palladium(II)-dichloride dichloromethane). The solvent is C(C)#N (acetonitrile), C1(=CC=CC=C1)C (toluene). Conditions: temperature 110 celsius. The product is CN(C(=O)C1=NC(=CN=C1)C=1C(=C2C(=NC1)N(C=C2C2=CC=C(C=C2)F)COCC[Si](C)(C)C)Cl)C (6-[4-chloro-3-(4-fluoro-phenyl)-1-(2-trimethylsilanyl-ethoxymethyl)-1H-pyrrolo[2,3-b]pyridin-5-yl]-pyrazine-2-carboxylic acid dimethylamide). Yield: 62.3%. RXN SMILES: [Cl:1][C:2]1[C:7](B2OC(C)(C)C(C)(C)O2)=[CH:6][N:5]=[C:4]2[N:17]([CH2:27][O:28][CH2:29][CH2:30][Si:31]([CH3:34])([CH3:33])[CH3:32])[CH:18]=[C:19]([C:20]3[CH:25]=[CH:24][C:23]([F:26])=[CH:22][CH:21]=3)[C:3]=12.[CH3:35][N:36]([CH3:46])[C:37]([C:39]1[CH:44]=[N:43][CH:42]=[C:41](Cl)[N:40]=1)=[O:38].C(=O)(O)[O-].[Na+]>C(#N)C.C1(C)C=CC=CC=1.ClCCl.[Pd](Cl)Cl.C1(P(C2C=CC=CC=2)[C-]2C=CC=C2)C=CC=CC=1.[C-]1(P(C2C=CC=CC=2)C2C=CC=CC=2)C=CC=C1.[Fe+2]>[CH3:35][N:36]([CH3:46])[C:37]([C:39]1[CH:44]=[N:43][CH:42]=[C:41]([C:7]2[C:2]([Cl:1])=[C:3]3[C:19]([C:20]4[CH:21]=[CH:22][C:23]([F:26])=[CH:24][CH:25]=4)=[CH:18][N:17]([CH2:27][O:28][CH2:29][CH2:30][Si:31]([CH3:32])([CH3:34])[CH3:33])[C:4]3=[N:5][CH:6]=2)[N:40]=1)=[O:38] |f:2.3,6.7.8.9.10|. Procedure: 45 mg (84 mmol) of 4-chloro-3-(4-fluoro-phenyl)-5-(4,4,5,5-tetramethyl-[1,3,2]dioxaborolan-2-yl)-1-(2-trimethylsilanyl-ethoxymethyl)-1H-pyrrolo[2,3-b]pyridine, 5 mg (6 μmol) of (1,1′-bis(diphenylphosphino)ferrocene palladium(II)-dichloride dichloromethane adduct and 25 mg (0.13 mmol) of 6-chloro-pyrazine-2-carboxylic acid dimethylamide were dissolved in a mixture of 1 mL of acetonitrile and 1 mL of toluene. 2 mL of a saturated aqueous solution of sodium bicarbonate was added and the resulting mi... Starting materials: P(CC)CC (Et2PH), N(=NC(C#N)(C)C)C(C#N)(C)C (2,2'-azobis(isobutyronitrile)). Product: C(CC)P(CCP(CC)CC)CCP(CC)CC (n-PrP(C2H4PEt2)2). The yield is 5502.7%. As a reaction SMILES: [PH:1]([CH2:4][CH3:5])[CH2:2][CH3:3].N([C:13]([CH3:17])([CH3:16])C#N)=NC(C)(C)C#N>>[CH2:17]([P:1]([CH2:4][CH2:5][P:1]([CH2:4][CH3:5])[CH2:2][CH3:3])[CH2:2][CH2:3][P:1]([CH2:4][CH3:5])[CH2:2][CH3:3])[CH2:13][CH3:16]. Procedure: A mixture of n-PrP(CH=CH2)2 (1.29 g, 10.0 mmol), Et2PH (2.25 g, 25.0 mmol) and 2,2'-azobis(isobutyronitrile) (AIBN, 30 mg) in a closed flask under inert atmosphere was irradiated by a GE Sunlamp (275 W) one foot away for 24 hours. The resulting colorless liquid was stripped of volatiles under vacuum and vacuum distilled to give 3.1 g (97% yield) of product collected at 132°-135° C./0.35 mmHg. 31P-NMR (toluene): δ-18.5 (2P); δ-22.8 (1P). Reactants: [BH4-], CCOC(C)=O, CC(=O)N(C1=CC(C)N(Cc2ccccc2)c2ccccc21)C1CC1, C1CCCCC1, CO, ClCCl, [Na+], Cl[Ni]Cl, C1CCOC1, O, O, O, O, O, O, O. Product: CC(=O)N(C1CC1)C1CC(C)N(Cc2ccccc2)c2ccccc21. As a reaction SMILES: [BH4-:26].[C:48]([O:49][CH2:50][CH3:51])(=[O:52])[CH3:53].[CH2:1]([c:2]1[cH:3][cH:4][cH:5][cH:6][cH:7]1)[N:8]1[CH:9]([CH3:25])[CH:10]=[C:11]([N:18]([C:19]([CH3:20])=[O:21])[CH:22]2[CH2:23][CH2:24]2)[c:12]2[cH:13][cH:14][cH:15][cH:16][c:17]21.[CH2:54]1[CH2:55][CH2:56][CH2:57][CH2:58][CH2:59]1.[CH3:32][OH:33].[Cl:28][CH2:29][Cl:30].[Na+:27].[Ni:45]([Cl:46])[Cl:47].[O:34]1[CH2:35][CH2:36][CH2:37][CH2:38]1.[OH2:31].[OH2:39].[OH2:40].[OH2:41].[OH2:42].[OH2:43].[OH2:44]>>[CH2:1]([c:2]1[cH:3][cH:4][cH:5][cH:6][cH:7]1)[N:8]1[CH:9]([CH3:25])[CH2:10][CH:11]([N:18]([C:19]([CH3:20])=[O:21])[CH:22]2[CH2:23][CH2:24]2)[c:12]2[cH:13][cH:14][cH:15][cH:16][c:17]21. Starting materials: C(#N)C(C(=O)OCC)(CCC)C1=C(C(=CC=C1)OC1=C(C=CC=C1)Cl)OC (ethyl 2-cyano-2-[2-methoxy-3-(2-chlorophenoxy)phenyl]valerate), [OH-].[K+] (potassium hydroxide). The solvent is C(C)O (ethanol), O (water). The product is COC1=C(C=CC=C1OC1=C(C=CC=C1)Cl)C(C(=O)O)CCC (2-[2-methoxy-3-(2-chlorophenoxy)phenyl]valeric acid). Isolated yield 62.9%. As a reaction SMILES: C([C:3]([C:12]1[CH:17]=[CH:16][CH:15]=[C:14]([O:18][C:19]2[CH:24]=[CH:23][CH:22]=[CH:21][C:20]=2[Cl:25])[C:13]=1[O:26][CH3:27])([CH2:9][CH2:10][CH3:11])[C:4]([O:6]CC)=[O:5])#N.[OH-].[K+]>C(O)C.O>[CH3:27][O:26][C:13]1[C:14]([O:18][C:19]2[CH:24]=[CH:23][CH:22]=[CH:21][C:20]=2[Cl:25])=[CH:15][CH:16]=[CH:17][C:12]=1[CH:3]([CH2:9][CH2:10][CH3:11])[C:4]([OH:6])=[O:5] |f:1.2|. Procedure details: A mixture of ethyl 2-cyano-2-[2-methoxy-3-(2-chlorophenoxy)phenyl]valerate (7 g) and potassium hydroxide (5 g) in ethanol (80 ml) and water (40 ml) was treated in a similar manner to that of Example 14-(7) to give oily 2-[2-methoxy-3-(2-chlorophenoxy)phenyl]valeric acid (3.8 g).